From a dataset of the Open Reaction Database (ORD), a public repository of structured organic reaction records. describe an organic reaction: reactants, conditions, products, and yield The reactants are O (water), [N-]=[N+]=[N-].[Na+] (sodium azide), [Cl-].[NH4+] (ammonium chloride), C(C)(C)(C)C=1N=C(SC1)C=1OC2=C(C1)C=C(C=C2)OCC2=C(OC(C#N)CCC)C=CC=C2 (2-{2-{[2-(4-tert-Butylthiazol-2-yl)benzofuran-5-yloxy]methyl}phenoxy}pentanenitrile). Solvent: CN(C=O)C (dimethylformamide). Conditions: temperature 120 celsius, time 3 hour. Yields the product C(C)(C)(C)C=1N=C(SC1)C=1OC2=C(C1)C=C(C=C2)OCC2=C(C=CC=C2)OC(CCC)C2=NN=NN2 (2-(4-tert-butylthiazol-2-yl)-5-{2-[1-(1H-tetrazol-5-yl)butoxy]phenylmethoxy}benzofuran). The yield is 85.1%. RXN SMILES: [C:1]([C:5]1[N:6]=[C:7]([C:10]2[O:11][C:12]3[CH:18]=[CH:17][C:16]([O:19][CH2:20][C:21]4[CH:33]=[CH:32][CH:31]=[CH:30][C:22]=4[O:23][CH:24]([CH2:27][CH2:28][CH3:29])[C:25]#[N:26])=[CH:15][C:13]=3[CH:14]=2)[S:8][CH:9]=1)([CH3:4])([CH3:3])[CH3:2].[N-:34]=[N+:35]=[N-:36].[Na+].[Cl-].[NH4+].O>CN(C)C=O>[C:1]([C:5]1[N:6]=[C:7]([C:10]2[O:11][C:12]3[CH:18]=[CH:17][C:16]([O:19][CH2:20][C:21]4[CH:33]=[CH:32][CH:31]=[CH:30][C:22]=4[O:23][CH:24]([C:25]4[NH:36][N:35]=[N:34][N:26]=4)[CH2:27][CH2:28][CH3:29])=[CH:15][C:13]=3[CH:14]=2)[S:8][CH:9]=1)([CH3:2])([CH3:3])[CH3:4] |f:1.2,3.4|. Procedure: 2-{2-{[2-(4-tert-Butylthiazol-2-yl)benzofuran-5-yloxy]methyl}phenoxy}pentanenitrile (430 mg) was dissolved in dimethylformamide (5 ml), and sodium azide (364 mg) and ammonium chloride (0.3 g) were added. The mixture was stirred at 120° C. for three hours. The reaction mixture was cooled and poured into water and extracted with ethyl acetate. The aqueous layer was extracted with ethyl acetate again and the combined organic layer was washed with brine and dried over magnesium sulfate. After concen... Starting materials: ClC=1N=C(SC1C=1C(=NN2C1N=C(C=C2C(CC)CC)C)C)N2CCOCC2 (3-(4-chloro-2-morpholin-4-yl-thiazol-5-yl)-7-(1-ethyl-propyl)-2,5-dimethyl-pyrazolo[1,5-a]pyrimidine), Cl (hydrogen chloride). The reagents and catalysts are Cl (hydrogen chloride). Solvent: CC(=O)C (acetone). The product is Cl.ClC=1N=C(SC1C=1C(=NN2C1N=C(C=C2C(CC)CC)C)C)N2CCOCC2 (3-(4-Chloro-2-morpholin-4-yl-thiazol-5-yl)-7-(1-ethyl-propyl)-2,5-dimethyl-pyrazolo[1,5-a]pyrimidine, hydrochloride). Yield: 151.3%. Reaction SMILES: [Cl:1][C:2]1[N:3]=[C:4]([N:23]2[CH2:28][CH2:27][O:26][CH2:25][CH2:24]2)[S:5][C:6]=1[C:7]1[C:8]([CH3:22])=[N:9][N:10]2[C:15]([CH:16]([CH2:19][CH3:20])[CH2:17][CH3:18])=[CH:14][C:13]([CH3:21])=[N:12][C:11]=12.Cl>CC(C)=O.Cl>[ClH:1].[Cl:1][C:2]1[N:3]=[C:4]([N:23]2[CH2:28][CH2:27][O:26][CH2:25][CH2:24]2)[S:5][C:6]=1[C:7]1[C:8]([CH3:22])=[N:9][N:10]2[C:15]([CH:16]([CH2:17][CH3:18])[CH2:19][CH3:20])=[CH:14][C:13]([CH3:21])=[N:12][C:11]=12 |f:4.5|. Procedure: Dissolve 3-(4-chloro-2-morpholin-4-yl-thiazol-5-yl)-7-(1-ethyl-propyl)-2,5-dimethyl-pyrazolo[1,5-a]pyrimidine (1.40 g, 3.33 mmol) in acetone (10 mL) at 50° C. and cool to room temperature. Add hydrogen chloride (2 M in diethyl ether, 2.0 mL, 4.0 mmol) and stir well in a sonicator. Concentrate the solution a little and add a minimal amount of diethyl ether to crystallize the HCl salt. Cool the mixture in a refrigerator overnight. Add additional hydrogen chloride (2 M in diethyl ether, 2.0 mL, 4 0... Reactants: BrC1=NC=2N(C(NC(C2N1)=O)=O)C (8-bromo-3-methyl-1H-purine-2,6(3H,7H)-dione), BrCC1=CC=C(C=C1)Cl (1-(bromomethyl)-4-chlorobenzene), C([O-])([O-])=O.[K+].[K+] (potassium carbonate). The solvent is C(C)(=O)OCC (ethyl acetate), CN(C)C=O (DMF). Conditions: temperature 45 celsius, time 2 hour. Product: BrC1=NC=2N(C(NC(C2N1CC1=CC=C(C=C1)Cl)=O)=O)C (8-bromo-7-(4-chlorobenzyl)-3-methyl-1H-purine-2,6(3H,7H)-dione). The yield is 648.9%. RXN SMILES: [Br:1][C:2]1[NH:10][C:9]2[C:8](=[O:11])[NH:7][C:6](=[O:12])[N:5]([CH3:13])[C:4]=2[N:3]=1.Br[CH2:15][C:16]1[CH:21]=[CH:20][C:19]([Cl:22])=[CH:18][CH:17]=1.C(=O)([O-])[O-].[K+].[K+]>CN(C=O)C.C(OCC)(=O)C>[Br:1][C:2]1[N:10]([CH2:15][C:16]2[CH:21]=[CH:20][C:19]([Cl:22])=[CH:18][CH:17]=2)[C:9]2[C:8](=[O:11])[NH:7][C:6](=[O:12])[N:5]([CH3:13])[C:4]=2[N:3]=1 |f:2.3.4|. Procedure details: To a solution of 8-bromo-3-methyl-1H-purine-2,6(3H,7H)-dione (10.8 g, 4.42 mmol) in DMF (200 mL) was added 1-(bromomethyl)-4-chlorobenzene (10 g, 4.86 mmol) followed by potassium carbonate (9.16 g, 6.63 mmol). The resulting mixture was stirred at 45° C. for 2 h. The mixture was diluted with ethyl acetate (300 mL) and washed with brine (200 mL). The layers were separated and the organic slurry was filtered and the filter cake was washed with ice cold ethanol, dried under vacuum to give 8-bromo-7-... Starting materials: Fc1c(F)c(C(F)(F)F)c(F)c(F)c1CBr, Cc1ccc(N)cc1C(=O)O, CN(C)C=O. Yields the product Cc1ccc(NCc2c(F)c(F)c(C(F)(F)F)c(F)c2F)cc1C(=O)O. RXN SMILES: [F:12][c:13]1[c:14]([CH2:15][Br:16])[c:17]([F:27])[c:18]([F:26])[c:19]([C:22]([F:23])([F:24])[F:25])[c:20]1[F:21].[NH2:1][c:2]1[cH:3][cH:4][c:5]([CH3:11])[c:6]([C:7](=[O:8])[OH:9])[cH:10]1.[O:28]=[CH:29][N:30]([CH3:31])[CH3:32]>>[NH:1]([c:2]1[cH:3][cH:4][c:5]([CH3:11])[c:6]([C:7](=[O:8])[OH:9])[cH:10]1)[CH2:15][c:14]1[c:13]([F:12])[c:20]([F:21])[c:19]([C:22]([F:23])([F:24])[F:25])[c:18]([F:26])[c:17]1[F:27].